This data is from the Open Reaction Database (ORD), a public repository of structured organic reaction records. The task is: describe an organic reaction: reactants, conditions, products, and yield The reactants are B, CC(C)(C)OC(=O)N1CCN(C(C(N)=O)c2ccccc2Cl)CC1, C1CCOC1, CO. Product: CC(C)(C)OC(=O)N1CCN(C(CN)c2ccccc2Cl)CC1. RXN SMILES: [BH3:25].[C:1]([CH3:2])([CH3:3])([CH3:4])[O:5][C:6](=[O:7])[N:8]1[CH2:9][CH2:10][N:11]([CH:14]([c:15]2[c:16]([Cl:21])[cH:17][cH:18][cH:19][cH:20]2)[C:22]([NH2:23])=[O:24])[CH2:12][CH2:13]1.[CH2:28]1[O:29][CH2:30][CH2:31][CH2:32]1.[CH3:26][OH:27]>>[C:1]([CH3:2])([CH3:3])([CH3:4])[O:5][C:6](=[O:7])[N:8]1[CH2:9][CH2:10][N:11]([CH:14]([c:15]2[c:16]([Cl:21])[cH:17][cH:18][cH:19][cH:20]2)[CH2:22][NH2:23])[CH2:12][CH2:13]1.